From a dataset of the Open Reaction Database (ORD), a public repository of structured organic reaction records. describe an organic reaction: reactants, conditions, products, and yield Reactants: C(C1=CC=CC=C1)OC=1C=C(C=CC1)C(C)=O (3'-benzyloxyacetophenone), C[Si](C)(C)[N-][Si](C)(C)C.[Li+] (lithium bis(trimethylsilyl) amide), Cl[Si](C)(C)C (chlorotrimethylsilane), diethyl ester, C1(=CC=CC=C1)CCSC(C(=O)O)C(=O)O ([(2-phenylethyl)thio]propanedioic acid). Run in C1CCOC1 (THF). Product: OC1=C(C(OC(=C1)C1=CC(=CC=C1)OCC1=CC=CC=C1)=O)SCCC1=CC=CC=C1 (4-Hydroxy-3-[(2-phenylethyl)thio]-6-[3-(phenylmethoxy)phenyl]-2H-pyran-2-one). As a reaction SMILES: [CH2:1]([O:8][C:9]1[CH:10]=[C:11]([C:15](=[O:17])[CH3:16])[CH:12]=[CH:13][CH:14]=1)[C:2]1[CH:7]=[CH:6][CH:5]=[CH:4][CH:3]=1.C[Si]([N-][Si](C)(C)C)(C)C.[Li+].Cl[Si](C)(C)C.[C:33]1([CH2:39][CH2:40][S:41][CH:42]([C:46](O)=[O:47])[C:43](O)=[O:44])[CH:38]=[CH:37][CH:36]=[CH:35][CH:34]=1>C1COCC1>[OH:47][C:46]1[CH:16]=[C:15]([C:11]2[CH:12]=[CH:13][CH:14]=[C:9]([O:8][CH2:1][C:2]3[CH:3]=[CH:4][CH:5]=[CH:6][CH:7]=3)[CH:10]=2)[O:17][C:43](=[O:44])[C:42]=1[S:41][CH2:40][CH2:39][C:33]1[CH:34]=[CH:35][CH:36]=[CH:37][CH:38]=1 |f:1.2|. Procedure details: The title compound was prepared by Method A using 3'-benzyloxyacetophenone (1.14 g, 5.06 mmol), lithium bis(trimethylsilyl) amide (0.930 g, 5.56 mmol), chlorotrimethylsilane (0.705 mL, 5.56 mmol), THF (57 mL), and diethyl ester of [(2-phenylethyl)thio]propanedioic acid (1.00 g, 3.37 mmol). m.p. 126-127° C.; 1H NMR (400 MHz, DMSO-d6) δ2.78 (t, 2 H), 3.01 (t, 2 H), 5.20 (s, 2 H), 6.81 (s, 1 H), 7.22 (m, 6 H), 7.41 (m, 7 H). Starting materials: CO (MeOH), O (water), [OH-].[Na+] (NaOH), FC1=CC2=C(N=C(S2)NC2=CC=C(C=C2)C2=CC=C(C=C2)C(=O)OC)C=C1 (Methyl 4′-[(6-fluoro-1,3-benzothiazol-2-yl)amino]biphenyl-4-carboxylate). The solvent is C1CCOC1 (THF). Run at temperature 50 celsius. Product: FC1=CC2=C(N=C(S2)NC2=CC=C(C=C2)C2=CC=C(C=C2)C(=O)O)C=C1 (4′-[(6-fluoro-1,3-benzothiazol-2-yl)amino]biphenyl-4-carboxylic Acid). Reaction SMILES: [F:1][C:2]1[CH:27]=[CH:26][C:5]2[N:6]=[C:7]([NH:9][C:10]3[CH:15]=[CH:14][C:13]([C:16]4[CH:21]=[CH:20][C:19]([C:22]([O:24]C)=[O:23])=[CH:18][CH:17]=4)=[CH:12][CH:11]=3)[S:8][C:4]=2[CH:3]=1.CO.O.[OH-].[Na+]>C1COCC1>[F:1][C:2]1[CH:27]=[CH:26][C:5]2[N:6]=[C:7]([NH:9][C:10]3[CH:15]=[CH:14][C:13]([C:16]4[CH:21]=[CH:20][C:19]([C:22]([OH:24])=[O:23])=[CH:18][CH:17]=4)=[CH:12][CH:11]=3)[S:8][C:4]=2[CH:3]=1 |f:3.4|. Procedure details: Methyl 4′-[(6-fluoro-1,3-benzothiazol-2-yl)amino]biphenyl-4-carboxylate (94 mg, 0.25 mmol) was suspended in THF (3 mL), MeOH (3 mL), and water (1.5 mL), and NaOH (0.10 g, 2.5 mmol) was added. The reaction mixture was heated at 50° C. for 3 h. Upon cooling to rt, the reaction mixture was concentrated in vacuo, acidified with 2N HCl, and the resulting solid was collected by filtration. This yielded 90 mg (99%) of the title compound. LC/MS m/z 365.2 (MH+), retention time 3.46 min. 1H NMR (400 MHz, ... The reactants are NC=1C=CC(=C(OC2=CC=C3C(=N2)SC(=N3)NC(=O)C3CC3)C1)OC (N-[5-(5-amino-2-methoxyphenoxy)[1,3]thiazolo[5,4-b]pyridin-2-yl]cyclopropanecarboxamide), FC(C=1C=C(C(=O)Cl)C=CC1)(F)F (3-(trifluoromethyl)benzoyl chloride). Reagents/catalysts: CN(C1=CC=NC=C1)C (N,N-dimethylpyridine-4-amine). The solvent is N1=CC=CC=C1 (pyridine), N1=CC=CC=C1 (pyridine). Run at time 14 hour. The product is C1(CC1)C(=O)NC=1SC2=NC(=CC=C2N1)OC=1C=C(C=CC1OC)NC(C1=CC(=CC=C1)C(F)(F)F)=O (N-[3-({2-[(cyclopropylcarbonyl)amino][1,3]thiazolo[5,4-b]pyridin-5-yl}oxy)-4-methoxyphenyl]-3-(trifluoromethyl)benzamide). Isolated yield 58.0%. Reaction SMILES: [NH2:1][C:2]1[CH:3]=[CH:4][C:5]([O:24][CH3:25])=[C:6]([CH:23]=1)[O:7][C:8]1[N:13]=[C:12]2[S:14][C:15]([NH:17][C:18]([CH:20]3[CH2:22][CH2:21]3)=[O:19])=[N:16][C:11]2=[CH:10][CH:9]=1.[F:26][C:27]([F:38])([F:37])[C:28]1[CH:29]=[C:30]([CH:34]=[CH:35][CH:36]=1)[C:31](Cl)=[O:32]>N1C=CC=CC=1.CN(C)C1C=CN=CC=1>[CH:20]1([C:18]([NH:17][C:15]2[S:14][C:12]3[C:11]([N:16]=2)=[CH:10][CH:9]=[C:8]([O:7][C:6]2[CH:23]=[C:2]([NH:1][C:31](=[O:32])[C:30]4[CH:34]=[CH:35][CH:36]=[C:28]([C:27]([F:26])([F:37])[F:38])[CH:29]=4)[CH:3]=[CH:4][C:5]=2[O:24][CH3:25])[N:13]=3)=[O:19])[CH2:21][CH2:22]1. Reported procedure: To a solution of N-[5-(5-amino-2-methoxyphenoxy)[1,3]thiazolo[5,4-b]pyridin-2-yl]cyclopropanecarboxamide (93.0 mg, 261 μmol) in pyridine (2 mL) were added a solution of 3-(trifluoromethyl)benzoyl chloride prepared above in pyridine (3 mL) and N,N-dimethylpyridine-4-amine (28.9 mg, 237 μmol), and the mixture was stirred at room temperature for 14 hr. The reaction solution was concentrated under reduced pressure, and the residue was dissolved in ethyl acetate (50 mL). The solution was washed with ... Reactants: C(CCC)[Li] (n-Butyllithium), solution, BrC1=CC=C(C=C1)F (4-bromo-fluorobenzene), IC=1N=C(N(C1)C=1C=C2C=CC(NC2=C(C1)C)=O)C (6-(4-Iodo-2-methylimidazol-1-yl)-8-methyl-2-(1H)-quinolone). Reagents/catalysts: [Cl-].[Zn+2].[Cl-] (zinc chloride), C=1C=CC(=CC1)[P](C=2C=CC=CC2)(C=3C=CC=CC3)[Pd]([P](C=4C=CC=CC4)(C=5C=CC=CC5)C=6C=CC=CC6)([P](C=7C=CC=CC7)(C=8C=CC=CC8)C=9C=CC=CC9)[P](C=1C=CC=CC1)(C=1C=CC=CC1)C=1C=CC=CC1 (tetrakis(triphenylphosphine)palladium). Solvent: O1CCCC1 (THF), CCCCCC (n-hexane), O1CCCC1 (tetrahydrofuran). Yields the product FC1=CC=C(C=C1)C=1N=C(N(C1)C=1C=C2C=CC(NC2=C(C1)C)=O)C (6-(4-[4-fluorophenyl]-2-methylimidazol-1-yl)-8-methyl-2-(1H)-quinolone). RXN SMILES: C([Li])CCC.Br[C:7]1[CH:12]=[CH:11][C:10]([F:13])=[CH:9][CH:8]=1.I[C:15]1[N:16]=[C:17]([CH3:32])[N:18]([C:20]2[CH:21]=[C:22]3[C:27](=[C:28]([CH3:30])[CH:29]=2)[NH:26][C:25](=[O:31])[CH:24]=[CH:23]3)[CH:19]=1>CCCCCC.O1CCCC1.[Cl-].[Zn+2].[Cl-].C1C=CC([P]([Pd]([P](C2C=CC=CC=2)(C2C=CC=CC=2)C2C=CC=CC=2)([P](C2C=CC=CC=2)(C2C=CC=CC=2)C2C=CC=CC=2)[P](C2C=CC=CC=2)(C2C=CC=CC=2)C2C=CC=CC=2)(C2C=CC=CC=2)C2C=CC=CC=2)=CC=1>[F:13][C:10]1[CH:11]=[CH:12][C:7]([C:15]2[N:16]=[C:17]([CH3:32])[N:18]([C:20]3[CH:21]=[C:22]4[C:27](=[C:28]([CH3:30])[CH:29]=3)[NH:26][C:25](=[O:31])[CH:24]=[CH:23]4)[CH:19]=2)=[CH:8][CH:9]=1 |f:5.6.7,^1:50,52,71,90|. Procedure details: n-Butyllithium (3.5 cm3 of a 1.43M solution in n-hexane) was added dropwise to a stirred solution of 4-bromo-fluorobenzene (0.88 g) in tetrahydrofuran (THF) (20 cm3) at -70° under nitrogen. After 0.5 hours a solution of anhydrous zinc chloride (0.68 g) in THF (10 cm3) was added dropwise, and the mixture was warmed to room temperature over 1 hour. 6-(4-Iodo-2-methylimidazol-1-yl)-8-methyl-2-(1H)-quinolone (0.37 g) and tetrakis(triphenylphosphine)palladium (O) (0.01 g) were added and the mixture h... Starting materials: [OH-].[Na+] (sodium hydroxide), Cl (Hydrochloric acid), solution, O[C@@H]1CC[C@H](CC1)NC1=C(C(=O)N)C=CC(=C1)N1N=C(C=2C1=NC=CC2C=2C=C1C(=NC2)N(C=C1)COCC[Si](C)(C)C)C(C)C (2-(Trans-4-hydroxycyclohexylamino)-4-{3-isopropyl-4-{1-[(2-(trimethylsilyl)ethoxy)methyl]-1H-pyrrolo[2,3-b]pyridin-5-yl}-1H-pyrazolo[3,4-b]pyridin-1-yl}benzamide). The solvent is O (water), C1CCOC1 (THF). Reaction conditions: temperature 50 celsius, time 12 hour. Product: O[C@@H]1CC[C@H](CC1)NC1=C(C(=O)N)C=CC(=C1)N1N=C(C=2C1=NC=CC2C=2C=C1C(=NC2)NC=C1)C(C)C (2-(Trans-4-hydroxycyclohexylamino)-4-{3-isopropyl-4-(1H-pyrrolo[2,3-b]pyridin-5-yl)-1H-pyrazolo[3,4-b]pyridin-1-yl}benzamide). Yield: 71.6%. Reaction SMILES: Cl.[OH:2][C@H:3]1[CH2:8][CH2:7][C@H:6]([NH:9][C:10]2[CH:18]=[C:17]([N:19]3[C:23]4=[N:24][CH:25]=[CH:26][C:27]([C:28]5[CH:29]=[C:30]6[CH:36]=[CH:35][N:34](COCC[Si](C)(C)C)[C:31]6=[N:32][CH:33]=5)=[C:22]4[C:21]([CH:45]([CH3:47])[CH3:46])=[N:20]3)[CH:16]=[CH:15][C:11]=2[C:12]([NH2:14])=[O:13])[CH2:5][CH2:4]1.[OH-].[Na+]>O.C1COCC1>[OH:2][C@H:3]1[CH2:4][CH2:5][C@H:6]([NH:9][C:10]2[CH:18]=[C:17]([N:19]3[C:23]4=[N:24][CH:25]=[CH:26][C:27]([C:28]5[CH:29]=[C:30]6[CH:36]=[CH:35][NH:34][C:31]6=[N:32][CH:33]=5)=[C:22]4[C:21]([CH:45]([CH3:47])[CH3:46])=[N:20]3)[CH:16]=[CH:15][C:11]=2[C:12]([NH2:14])=[O:13])[CH2:7][CH2:8]1 |f:2.3|. Procedure: Hydrochloric acid (a 6.0 M solution in water, 0.78 mL) was added to a solution of compound (13b) (0.100 g) in THF (0.78 mL), followed by stirring at 50° C. for 12 hr. The pH was adjusted to 10 with an aqueous sodium hydroxide solution, followed by extraction with ethyl acetate. The organic layer was washed with saturated saline. The organic layer after the washing was dried over anhydrous sodium sulfate, and then the solvent was distilled away. Chloroform and ether were added to the residue, and... Product: C(C)[C@@H]1[C@@H]([C@]2(C)[C@@H](C1)[C@@H]1CCC3=CC(CC[C@@H]3[C@H]1CC2)=O)OC(COC(C(C)(C)C)=O)=O (16β-Ethyl-17β-pivaloyloxyacetoxy-4-estren-3-one). Solvent: CC(=O)C (acetone), CN(C)C=O (DMF), C(C)(=O)OCC (ethyl acetate). Reaction SMILES: [C:1]([OH:7])(=[O:6])[C:2]([CH3:5])([CH3:4])[CH3:3].[OH-].[Na+].O.[CH2:11]([C@H:13]1[CH2:18][C@H:17]2[C@H:19]3[C@H:28]([CH2:29][CH2:30][C@:15]2([CH3:16])[C@H:14]1[O:32][C:33](=[O:36])[CH2:34]Br)[C@@H:27]1[C:22](=[CH:23][C:24](=[O:31])[CH2:25][CH2:26]1)[CH2:21][CH2:20]3)[CH3:12]>CC(C)=O.C(OCC)(=O)C.CN(C=O)C>[CH2:11]([C@H:13]1[CH2:18][C@H:17]2[C@H:19]3[C@H:28]([CH2:29][CH2:30][C@:15]2([CH3:16])[C@H:14]1[O:32][C:33](=[O:36])[CH2:34][O:6][C:1](=[O:7])[C:2]([CH3:5])([CH3:4])[CH3:3])[C@@H:27]1[C:22](=[CH:23][C:24](=[O:31])[CH2:25][CH2:26]1)[CH2:21][CH2:20]3)[CH3:12] |f:1.2|. Starting materials: C(C(C)(C)C)(=O)O (pivalic acid), [OH-].[Na+] (NaOH), O (water), C(C)[C@@H]1[C@@H]([C@]2(C)[C@@H](C1)[C@@H]1CCC3=CC(CC[C@@H]3[C@H]1CC2)=O)OC(CBr)=O (16β-ethyl-17β-bromoacetoxy-4-estren-3-one). Yield: 87.3%. Procedure: In 20 ml of acetone is dissolved 0.61 g of pivalic acid, and 3.0 ml of 2N-NaOH and 10 ml of water are added. And then, 1.2 g of 16β-ethyl-17β-bromoacetoxy-4-estren-3-one and 30 ml of DMF are added and the mixture is refluxed for 6 hours. After cooling, 150 ml of ethyl acetate is added and the organic layer is separated. The aqueous layer is is further extracted with 50 ml of ethyl acetate. The organic layers are combined, washed with water and saturated aqueous sodium chloride solution and dried... The reactants are stainless steel, CC(=C)C1=CC=CC=C1 (α-methylstyrene), C(C)C(CO)CCCC (2-ethylhexanol). The reagents and catalysts are [C].[Pd] (palladium-carbon). Run at temperature 150 celsius. Product: C(C)C(CO)CCCC (2-Ethylhexanol), CC(=C)C1=CC=CC=C1 (α-methylstyrene), C1(=CC=CC=C1)C(C)C (cumene). Reaction SMILES: [CH3:1][C:2]([C:4]1[CH:9]=[CH:8][CH:7]=[CH:6][CH:5]=1)=[CH2:3].[CH2:10]([CH:12]([CH2:15][CH2:16][CH2:17][CH3:18])[CH2:13][OH:14])[CH3:11]>[C].[Pd]>[CH2:10]([CH:12]([CH2:15][CH2:16][CH2:17][CH3:18])[CH2:13][OH:14])[CH3:11].[CH3:3][C:2]([C:4]1[CH:9]=[CH:8][CH:7]=[CH:6][CH:5]=1)=[CH2:1].[C:4]1([CH:2]([CH3:3])[CH3:1])[CH:9]=[CH:8][CH:7]=[CH:6][CH:5]=1 |f:2.3|. Procedure: In the next step, a stainless steel autoclave was charged with the total amount of the above wet cake, 0.35 g of 5% palladium-carbon, 5.9 g of α-methylstyrene and 100 ml of 2-ethylhexanol and the internal atmosphere was replaced with nitrogen gas. The mixture was reacted at 180° C. for 3 hours, then cooled to 150° C. and filtered to recover the insoluble catalyst. 2-Ethylhexanol, α-methylstyrene and cumene formed by the reaction were distilled off from the filtrate under reduced pressure to obta... Yields the product CCSCC(C)(O)c1nc2cc(Cl)c(Cl)cc2n1C. Reactants: CCS, C[O-], CO, Cn1c(C(C)(O)CCl)nc2cc(Cl)c(Cl)cc21, [Na+]. RXN SMILES: [CH2:18]([CH3:19])[SH:20].[CH3:21][O-:22].[CH3:24][OH:25].[Cl:1][CH2:2][C:3]([CH3:4])([OH:5])[c:6]1[n:7][c:8]2[c:9]([n:10]1[CH3:11])[cH:12][c:13]([Cl:17])[c:14]([Cl:16])[cH:15]2.[Na+:23]>>[CH2:2]([C:3]([CH3:4])([OH:5])[c:6]1[n:7][c:8]2[c:9]([n:10]1[CH3:11])[cH:12][c:13]([Cl:17])[c:14]([Cl:16])[cH:15]2)[S:20][CH2:18][CH3:19]. The reactants are C1CCOC1, [Li]CCCC, C[Si](C)(C)C1SCCCS1, O=C1CCOc2ccc(F)cc21, O. Yields the product Fc1ccc2c(c1)C(=C1SCCCS1)CCO2. Reaction SMILES: [CH2:29]1[O:30][CH2:31][CH2:32][CH2:33]1.[CH3:11][CH2:12][CH2:13][CH2:14][Li:15].[CH3:1][Si:2]([CH:3]1[S:4][CH2:5][CH2:6][CH2:7][S:8]1)([CH3:9])[CH3:10].[F:16][c:17]1[cH:18][c:19]2[c:24]([cH:25][cH:26]1)[O:23][CH2:22][CH2:21][C:20]2=[O:27].[OH2:28]>>[C:3]1(=[C:20]2[c:19]3[cH:18][c:17]([F:16])[cH:26][cH:25][c:24]3[O:23][CH2:22][CH2:21]2)[S:4][CH2:5][CH2:6][CH2:7][S:8]1.